Dataset: the Open Reaction Database (ORD), a public repository of structured organic reaction records. Task: describe an organic reaction: reactants, conditions, products, and yield The reactants are BrB(Br)Br, COC(=O)Cc1cc(Br)c(Oc2cc(C(C)C)c(OC)cc2C(=O)c2ccccc2)c(Br)c1, ClCCl. Product: COC(=O)Cc1cc(Br)c(Oc2cc(C(C)C)c(O)cc2C(=O)c2ccccc2)c(Br)c1. Reaction SMILES: [B:34]([Br:35])([Br:36])[Br:37].[CH3:1][O:2][C:3]([CH2:4][c:5]1[cH:6][c:7]([Br:32])[c:8]([O:12][c:13]2[c:14]([C:24]([c:25]3[cH:26][cH:27][cH:28][cH:29][cH:30]3)=[O:31])[cH:15][c:16]([O:22][CH3:23])[c:17]([CH:19]([CH3:20])[CH3:21])[cH:18]2)[c:9]([Br:11])[cH:10]1)=[O:33].[Cl:38][CH2:39][Cl:40]>>[CH3:1][O:2][C:3]([CH2:4][c:5]1[cH:6][c:7]([Br:32])[c:8]([O:12][c:13]2[c:14]([C:24]([c:25]3[cH:26][cH:27][cH:28][cH:29][cH:30]3)=[O:31])[cH:15][c:16]([OH:22])[c:17]([CH:19]([CH3:20])[CH3:21])[cH:18]2)[c:9]([Br:11])[cH:10]1)=[O:33]. Starting materials: BrC=1C=C(C(=O)OC(C)(C)C)C=C(C1)C(C(F)(F)F)O (tert-butyl 3-bromo-5-(2,2,2-trifluoro-1-hydroxyethyl)benzoate), CC(=O)OI1(C2=CC=CC=C2C(=O)O1)(OC(=O)C)OC(=O)C (Dess-MartinPeriodinane), [O-]S(=O)[O-].[Na+].[Na+] (Na2SO3), C(=O)(O)[O-].[Na+] (NaHCO3). The solvent is ClCCl (dichloromethane). Conditions: time 2 hour. Product: BrC=1C=C(C(=O)OC(C)(C)C)C=C(C1)C(C(F)(F)F)=O (tert-butyl 3-bromo-5-(trifluoroacetyl)benzoate). RXN SMILES: [Br:1][C:2]1[CH:3]=[C:4]([CH:12]=[C:13]([CH:15]([OH:20])[C:16]([F:19])([F:18])[F:17])[CH:14]=1)[C:5]([O:7][C:8]([CH3:11])([CH3:10])[CH3:9])=[O:6].CC(OI1(OC(C)=O)(OC(C)=O)OC(=O)C2C1=CC=CC=2)=O.C([O-])(O)=O.[Na+].[O-]S([O-])=O.[Na+].[Na+]>ClCCl>[Br:1][C:2]1[CH:3]=[C:4]([CH:12]=[C:13]([C:15](=[O:20])[C:16]([F:18])([F:19])[F:17])[CH:14]=1)[C:5]([O:7][C:8]([CH3:11])([CH3:9])[CH3:10])=[O:6] |f:2.3,4.5.6|. Procedure: To a solution of tert-butyl 3-bromo-5-(2,2,2-trifluoro-1-hydroxyethyl)benzoate (8.8 g, 24.8 mmol) in dichloromethane (124 mL) was added Dess-MartinPeriodinane (15.8 g, 37.2 mmol). The mixture was stirred at ambient temperature. After 2 h, saturated NaHCO3 and saturated Na2SO3. The mixture was extracted with dichloromethane (3×). The combined organic extracts were washed with water (6×), brine, dried over sodium sulfate, filtered and concentrated. The reactants are CO, COCCO, NC(=O)Nc1ccc(OS(=O)(=O)c2cccc(C(F)(F)F)c2)cc1[N+](=O)[O-], [H][H]. The product is NC(=O)Nc1ccc(OS(=O)(=O)c2cccc(C(F)(F)F)c2)cc1N. RXN SMILES: [CH3:30][OH:31].[CH3:32][O:33][CH2:34][CH2:35][OH:36].[F:1][C:2]([c:3]1[cH:4][c:5]([S:9](=[O:10])(=[O:11])[O:12][c:13]2[cH:14][cH:15][c:16]([NH:22][C:23](=[O:24])[NH2:25])[c:17]([N+:19]([O-:20])=[O:21])[cH:18]2)[cH:6][cH:7][cH:8]1)([F:26])[F:27].[H:28][H:29]>>[F:1][C:2]([c:3]1[cH:4][c:5]([S:9](=[O:10])(=[O:11])[O:12][c:13]2[cH:14][cH:15][c:16]([NH:22][C:23](=[O:24])[NH2:25])[c:17]([NH2:19])[cH:18]2)[cH:6][cH:7][cH:8]1)([F:26])[F:27]. Reactants: solution, BrC1=CC=C(C=C1)C=1OCC(N1)(C)C (4-bromo-1-(4,4-dimethyl-1,3-oxazolin-2-yl)benzene), C(C)(C)(C)N1N=C(C=C1C(C)C)C=O (1-tert-butyl-5-isopropylpyrazole-3-carbaldehyde), saturated aqueous solution, [Cl-].[NH4+] (ammonium chloride), C(C)(=O)OCC.CCCCCC (ethyl acetate n-hexane). The solvent is O1CCCC1 (tetrahydrofuran), [Li]CCCC (n-BuLi), O1CCCC1 (tetrahydrofuran). Product: C(C)(C)(C)N1N=C(C=C1C(C)C)C(C1=CC=C(C=C1)C=1OCC(N1)(C)C)O (α-(1-tert-Butyl-5-isopropylpyrazol-3-yl)-4-(4,4-dimethyl-1,3-oxazolin-2-yl)benzyl alcohol). Yield: 53.9%. RXN SMILES: Br[C:2]1[CH:7]=[CH:6][C:5]([C:8]2[O:9][CH2:10][C:11]([CH3:14])([CH3:13])[N:12]=2)=[CH:4][CH:3]=1.[C:15]([N:19]1[C:23]([CH:24]([CH3:26])[CH3:25])=[CH:22][C:21]([CH:27]=[O:28])=[N:20]1)([CH3:18])([CH3:17])[CH3:16].[Cl-].[NH4+].C(OCC)(=O)C.CCCCCC>O1CCCC1.[Li]CCCC>[C:15]([N:19]1[C:23]([CH:24]([CH3:25])[CH3:26])=[CH:22][C:21]([CH:27]([OH:28])[C:2]2[CH:7]=[CH:6][C:5]([C:8]3[O:9][CH2:10][C:11]([CH3:14])([CH3:13])[N:12]=3)=[CH:4][CH:3]=2)=[N:20]1)([CH3:17])([CH3:18])[CH3:16] |f:2.3,4.5|. Procedure details: To 20 ml of a solution of 1.15 g of 4-bromo-1-(4,4-dimethyl-1,3-oxazolin-2-yl)benzene in tetrahydrofuran, 3.23 ml of n-BuLi (1.53M hexane solution) were added dropwise at −78° C. under stirring, followed by stirring at the same temperature for 15 minutes. To the reaction mixture was added dropwise a solution of 0.8 g of 1-tert-butyl-5-isopropylpyrazole-3-carbaldehyde in 5 ml of tetrahydrofuran. The resulting mixture was stirred for 30 minutes. After the reaction, 10 ml of a saturated aqueous sol...